Dataset: the Open Reaction Database (ORD), a public repository of structured organic reaction records. Task: describe an organic reaction: reactants, conditions, products, and yield Starting materials: C(=O)(OC(C)(C)C)OC(=O)[O-] (tert-butyl dicarbonate), ClC(=O)OC(C)Cl (1-chloroethyl chloroformate), C(C1=CC=CC=C1)N1CCC(CC1)=CC(=O)OCC (ethyl (1-benzylpiperidin-4-ylidene)acetate). Run in CO (methanol), CO (methanol), ClC(C)Cl (dichloroethane), C(C)N(CC)CC (triethylamine). Run at time 8 hour. Yields the product C(C)(C)(C)OC(=O)N1CCC(CC1)=CC(=O)OCC (Ethyl [1-(tert-butoxycarbonyl)piperidin-4-ylidene]acetate). Isolated yield 28.7%. Reaction SMILES: C([N:8]1[CH2:13][CH2:12][C:11](=[CH:14][C:15]([O:17][CH2:18][CH3:19])=[O:16])[CH2:10][CH2:9]1)C1C=CC=CC=1.ClC(OC(Cl)C)=O.[C:27]([O:34]C([O-])=O)([O:29][C:30]([CH3:33])([CH3:32])[CH3:31])=O>ClC(Cl)C.CO.C(N(CC)CC)C>[C:30]([O:29][C:27]([N:8]1[CH2:13][CH2:12][C:11](=[CH:14][C:15]([O:17][CH2:18][CH3:19])=[O:16])[CH2:10][CH2:9]1)=[O:34])([CH3:31])([CH3:32])[CH3:33]. Procedure: 51.0 g of ethyl (1-benzylpiperidin-4-ylidene)acetate was dissolved in 200 ml of dichloroethane. After adding 36.5 g of 1-chloroethyl chloroformate under ice-cooling, the resulting mixture was heated under reflux for 2 hours. After adding 100 ml of methanol, the resulting mixture was further heated under reflux for 40 minutes and then allowed to stand at room temperature overnight. Then 60 g of triethylamine was added to the reaction mixture under ice-cooling. Further, 300 ml of methanol was adde...